From a dataset of the Open Reaction Database (ORD), a public repository of structured organic reaction records. describe an organic reaction: reactants, conditions, products, and yield The reactants are C1(=CC=CC=C1)O (phenol), C(CCC)Cl (n-butyl chloride), [Mg] (magnesium), C1(=CC=CC=C1)O (phenol), CCCC (butane), C1(=CC=CC=C1)O (phenol), CCCC (butane), [Mg] (magnesium), powder, C1(=CC=CC=C1)O (phenol), II (iodine), C1(=CC=CC=C1)O (phenol). Solvent: hydrocarbon. Reaction conditions: temperature 121 celsius, time 20 minute. Product: O(C1=CC=CC=C1)[Mg]Cl (Phenoxymagnesium Chloride). As a reaction SMILES: [Mg:1].II.C([Cl:8])CCC.[C:9]1([OH:15])[CH:14]=[CH:13][CH:12]=[CH:11][CH:10]=1.CCCC>>[O:15]([Mg:1][Cl:8])[C:9]1[CH:14]=[CH:13][CH:12]=[CH:11][CH:10]=1. Reported procedure: A reactor equipped witha reflux condenser was charged under an argon atmospher with 6.55 gm of magnesium metal powder (0.269 moles), 250ml. of Isopar "E" isoparaffinic hydrocarbon solvent and a few crystals (0.2 gm) of iodine. This mixture was heated to reflux temperature (121° C.) for about 60 minutes to activate the metal. Then, 28.0 ml (0.27 moles) of n-butyl chloride was added in 30 minutes to this metal slurry at reflux temperature; the resulting reaction mixture was allowed to reflux for 9... The reactants are C(C)(C)(C)OC(NCC1=CC(=CC=C1)[C@H]([C@@H](C(=O)N1C(OC[C@@H]1CC1=CC=CC=C1)=O)OC(C)C)O)=O ({3-[3-(4 (S)-Benzyl-2-oxooxazolidin-3-yl)-1-(R)-hydroxy-2(S)-isopropoxy-3-oxopropyl]benzyl}-carbamic acid t-butyl ester), CS(=O)(=O)Cl (methanesulfonyl chloride). Solvent: N1=CC=CC=C1 (pyridine), C(C)(=O)OCC (ethyl acetate). Conditions: time 2 hour. The product is NCC=1C=C(C=CC1)[C@H]([C@@H](C(=O)N1C(OC[C@@H]1CC1=CC=CC=C1)=O)OC(C)C)OS(=O)(=O)C (methanesulfonic acid 1 (R)-(3-aminomethylphenyl)-3-(4 (S)-benzyl-2-oxooxazolidin-3-yl)-2(S)-isopropoxy-3-oxopropyl ester). RXN SMILES: C(OC(=O)[NH:7][CH2:8][C:9]1[CH:14]=[CH:13][CH:12]=[C:11]([C@@H:15]([OH:36])[C@H:16]([O:32][CH:33]([CH3:35])[CH3:34])[C:17]([N:19]2[C@@H:23]([CH2:24][C:25]3[CH:30]=[CH:29][CH:28]=[CH:27][CH:26]=3)[CH2:22][O:21][C:20]2=[O:31])=[O:18])[CH:10]=1)(C)(C)C.[CH3:38][S:39](Cl)(=[O:41])=[O:40]>N1C=CC=CC=1.C(OCC)(=O)C>[NH2:7][CH2:8][C:9]1[CH:10]=[C:11]([C@@H:15]([O:36][S:39]([CH3:38])(=[O:41])=[O:40])[C@H:16]([O:32][CH:33]([CH3:35])[CH3:34])[C:17]([N:19]2[C@@H:23]([CH2:24][C:25]3[CH:30]=[CH:29][CH:28]=[CH:27][CH:26]=3)[CH2:22][O:21][C:20]2=[O:31])=[O:18])[CH:12]=[CH:13][CH:14]=1. Reported procedure: 19.2 g of {3-[3-(4 (S)-Benzyl-2-oxooxazolidin-3-yl)-1-(R)-hydroxy-2(S)-isopropoxy-3-oxopropyl]benzyl}-carbamic acid t-butyl ester was dissolved in 100 ml of pyridine, and 4.35 ml of methanesulfonyl chloride was added dropwise under ice-cooling. After stirring was continued for 2 hours under ice-cooling and for 3 hours at room temperature, the reaction solution was diluted with ethyl acetate and washed successively with 1N hydrochloric acid and saturated brine. The organic layer was dried over an... Starting materials: C(C1=CC=CC=C1)Cl (benzyl chloride), OC(C)C(C(C)O)CO (2,4-dihydroxy-3-hydroxymethylpentane), [H-].[Na+] (sodium hydride), [H][H] (hydrogen), Cl.C(CCCCCCCCCCCCCCC)NC1=CC=C(C(=O)Cl)C=C1 (4-(n-hexadecylamino)benzoyl chloride hydrochloride). Reagents/catalysts: CN(C1=CC=NC=C1)C (4-dimethylaminopyridine). The solvent is O (water), C(Cl)(Cl)Cl (Chloroform), C(OC)COC (dimethoxyethane). Conditions: temperature 10 celsius. Yields the product C(CCCCCCCCCCCCCCC)NC1=CC=C(C(=O)OC(C)C(C(C)O)CO)C=C1 (4-hydroxy-3-hydroxymethyl-2-pentyl 4-(n-hexadecylamino)benzoate). RXN SMILES: [OH:1][CH:2]([CH:4]([CH2:8][OH:9])[CH:5]([OH:7])[CH3:6])[CH3:3].[H-].[Na+].[H][H].C(Cl)C1C=CC=CC=1.Cl.[CH2:23]([NH:39][C:40]1[CH:48]=[CH:47][C:43]([C:44](Cl)=[O:45])=[CH:42][CH:41]=1)[CH2:24][CH2:25][CH2:26][CH2:27][CH2:28][CH2:29][CH2:30][CH2:31][CH2:32][CH2:33][CH2:34][CH2:35][CH2:36][CH2:37][CH3:38]>C(COC)OC.CN(C)C1C=CN=CC=1.O.C(Cl)(Cl)Cl>[CH2:23]([NH:39][C:40]1[CH:41]=[CH:42][C:43]([C:44]([O:1][CH:2]([CH:4]([CH2:8][OH:9])[CH:5]([OH:7])[CH3:6])[CH3:3])=[O:45])=[CH:47][CH:48]=1)[CH2:24][CH2:25][CH2:26][CH2:27][CH2:28][CH2:29][CH2:30][CH2:31][CH2:32][CH2:33][CH2:34][CH2:35][CH2:36][CH2:37][CH3:38] |f:1.2,5.6|. Reported procedure: A 13.4 g. of 2,4-dihydroxy-3-hydroxymethylpentane solution in dimethoxyethane is added to 2.4 g. of sodium hydride (washed free of mineral oil). After hydrogen evolution ceased, 12.65 g. of benzyl chloride is added and the mixture refluxed for 4 hours. After cooling to 10° C., 24.4 g. of 4-dimethylaminopyridine and 41.6 g. of 4-(n-hexadecylamino)benzoyl chloride hydrochloride are added. Chloroform and water are added after 16 hours and the chloroform extract is dried and evaporated to dryness. T... Reactants: solid, BrC1=CC(=CC=2C=C3N(C12)CCCNC3=O)F (7-bromo-9-fluoro-2,3,4,5-tetrahydro-[1,4]diazepino[1,2-a]indol-1-one), BrC1=CC(=CC=2C=C3N(C12)CCCNC3=O)F (7-bromo-9-fluoro-2,3,4,5-tetrahydro-[1,4]diazepino[1,2-a]indol-1-one), FC=1C=C(C=CC1F)B(O)O (3,4-difluoro-phenylboronic acid). Yields the product FC=1C=C(C=CC1F)C1=CC(=CC=2C=C3N(C12)CCCNC3=O)F (7-(3,4-Difluoro-phenyl)-9-fluoro-2,3,4,5-tetrahydro-[1,4]diazepino[1,2-a]indol-1-one). As a reaction SMILES: Br[C:2]1[C:10]2[N:9]3[CH2:11][CH2:12][CH2:13][NH:14][C:15](=[O:16])[C:8]3=[CH:7][C:6]=2[CH:5]=[C:4]([F:17])[CH:3]=1.[F:18][C:19]1[CH:20]=[C:21](B(O)O)[CH:22]=[CH:23][C:24]=1[F:25]>>[F:18][C:19]1[CH:20]=[C:21]([C:2]2[C:10]3[N:9]4[CH2:11][CH2:12][CH2:13][NH:14][C:15](=[O:16])[C:8]4=[CH:7][C:6]=3[CH:5]=[C:4]([F:17])[CH:3]=2)[CH:22]=[CH:23][C:24]=1[F:25]. Reported procedure: The title compound, light yellow solid (79 mg, 96%), MS (ISP) m/z=331.1 [(M+H)+], mp 230.5° C., was prepared in accordance with the general method of example 1 from 7-bromo-9-fluoro-2,3,4,5-tetrahydro-[1,4]diazepino[1,2-a]indol-1-one (intermediate 2) (74.3 mg, 0.25 mmol) and commercially available 3,4-difluoro-phenylboronic acid (51.3 mg, 0.325 mmol). Reactants: COC(=O)c1cc(Br)oc1C, COCCOC, COc1cc(F)ccc1B(O)O, [Na+], [Na+], O=C([O-])[O-], O, c1ccc(P(c2ccccc2)(c2ccccc2)[Pd](P(c2ccccc2)(c2ccccc2)c2ccccc2)(P(c2ccccc2)(c2ccccc2)c2ccccc2)P(c2ccccc2)(c2ccccc2)c2ccccc2)cc1. Product: COC(=O)c1cc(-c2ccc(F)cc2OC)oc1C. Reaction SMILES: [Br:1][c:2]1[cH:3][c:4]([C:8](=[O:9])[O:10][CH3:11])[c:5]([CH3:7])[o:6]1.[CH3:30][O:31][CH2:32][CH2:33][O:34][CH3:35].[F:12][c:13]1[cH:14][c:15]([O:22][CH3:23])[c:16]([B:19]([OH:20])[OH:21])[cH:17][cH:18]1.[Na+:24].[Na+:25].[O-:26][C:27](=[O:28])[O-:29].[OH2:113].[cH:36]1[cH:37][cH:38][c:39]([P:40]([Pd:41]([P:42]([c:43]2[cH:44][cH:45][cH:46][cH:47][cH:48]2)([c:49]2[cH:50][cH:51][cH:52][cH:53][cH:54]2)[c:55]2[cH:56][cH:57][cH:58][cH:59][cH:60]2)([P:61]([c:62]2[cH:63][cH:64][cH:65][cH:66][cH:67]2)([c:68]2[cH:69][cH:70][cH:71][cH:72][cH:73]2)[c:74]2[cH:75][cH:76][cH:77][cH:78][cH:79]2)[P:80]([c:81]2[cH:82][cH:83][cH:84][cH:85][cH:86]2)([c:87]2[cH:88][cH:89][cH:90][cH:91][cH:92]2)[c:93]2[cH:94][cH:95][cH:96][cH:97][cH:98]2)([c:99]2[cH:100][cH:101][cH:102][cH:103][cH:104]2)[c:105]2[cH:106][cH:107][cH:108][cH:109][cH:110]2)[cH:111][cH:112]1>>[c:2]1(-[c:16]2[c:15]([O:22][CH3:23])[cH:14][c:13]([F:12])[cH:18][cH:17]2)[cH:3][c:4]([C:8](=[O:9])[O:10][CH3:11])[c:5]([CH3:7])[o:6]1. Starting materials: CCNC1=CC=CC=C1, COC1=NC(=NC=C1Br)I. The reagents and catalysts are CCC(C)(C)[O-].[Na+], CC1(C2=C(C(=CC=C2)P(C3=CC=CC=C3)C4=CC=CC=C4)OC5=C1C=CC=C5P(C6=CC=CC=C6)C7=CC=CC=C7)C, CC(=O)O.CC(=O)O.[Pd]. Run in CC1=CC=CC=C1. Conditions: temperature 100 celsius. The product is CCN(C1=CC=CC=C1)C2=NC=C(C(=N2)OC)Br. Yield: 70.8%. Procedure: 5-bromo-2-iodo-4-methoxypyrimidine (0.086 g, 0.27 mmol), diacetoxypalladium (2.78 mg, 0.01 mmol), (9,9-dimethyl-9H-xanthene-4,5-diyl)bis(diphenylphosphine) - XantPhos (7.16 mg, 0.01 mmol) and sodium 2-methylbutan-2-olate (0.055 g, 0.50 mmol) and di((3S,5S,7S)-adamantan-1-yl)(butyl)phosphine (8.88 mg, 0.02 mmol) were added to a micro vial. Then N-ethylaniline (0.031 mL, 0.25 mmol) in toluene (1.5 mL) was added to the reaction mixture. The vial was sealed and evacuated and flushed with nitrogen an...